The task is: describe an organic reaction: reactants, conditions, products, and yield. This data is from the Open Reaction Database (ORD), a public repository of structured organic reaction records. The reactants are C(C)(C)(C)OC(=O)N1C(CC=2C1=NC=CC2)C(=O)[O-].[Li+] (lithium 1-(tert-butoxycarbonyl)-2,3-dihydro-1H-pyrrolo[2,3-b]pyridine-2-carboxylate), FC1=C(N)C(=CC=C1)F (2,6-difluoroaniline), P(=O)(Cl)(Cl)Cl (phosphoryl trichloride). Run in N1=CC=CC=C1 (pyridine). Conditions: time 2 hour. The product is FC1=C(C(=CC=C1)F)NC(=O)C1CC=2C(=NC=CC2)N1C(=O)OC(C)(C)C (tert-butyl 2-(2,6-difluorophenylcarbamoyl)-2,3-dihydro-1H-pyrrolo[2,3-b]pyridine-1-carboxylate). The yield is 65.0%. Reaction SMILES: [C:1]([O:5][C:6]([N:8]1[C:12]2=[N:13][CH:14]=[CH:15][CH:16]=[C:11]2[CH2:10][CH:9]1[C:17]([O-:19])=O)=[O:7])([CH3:4])([CH3:3])[CH3:2].[Li+].[F:21][C:22]1[CH:28]=[CH:27][CH:26]=[C:25]([F:29])[C:23]=1[NH2:24].P(Cl)(Cl)(Cl)=O>N1C=CC=CC=1>[F:21][C:22]1[CH:28]=[CH:27][CH:26]=[C:25]([F:29])[C:23]=1[NH:24][C:17]([CH:9]1[N:8]([C:6]([O:5][C:1]([CH3:2])([CH3:3])[CH3:4])=[O:7])[C:12]2=[N:13][CH:14]=[CH:15][CH:16]=[C:11]2[CH2:10]1)=[O:19] |f:0.1|. Procedure: To a suspension of lithium 1-(tert-butoxycarbonyl)-2,3-dihydro-1H-pyrrolo[2,3-b]pyridine-2-carboxylate (589 mg, 2.18 mmol, Eq: 1.00) and 2,6-difluoroaniline (480 mg, 0.4 mL, 3.72 mmol, Eq: 1.71) in pyridine (7 mL) (ice-bath) was added dropwise phosphoryl trichloride (660 mg, 0.4 mL, 4.3 mmol, Eq: 1.97). The cooling bath was removed and the resulting yellow/orange suspension was stirred at rt for 2 h. The reaction mixture was concentrated in vacuo and the residue was treated with water (20 mL). T... The solvent is C([O-])(O)=O.[Na+] (sodium bicarbonate). RXN SMILES: [CH2:1]([CH2:3][NH2:4])[OH:2].COC(N1[C:13](=[O:14])[CH:12]=[CH:11][C:10]1=[O:15])=O.S(=O)(=O)(O)O>C(=O)(O)[O-].[Na+]>[OH:2][CH2:1][CH2:3][N:4]1[C:13](=[O:14])[CH:12]=[CH:11][C:10]1=[O:15] |f:3.4|. Starting materials: C(O)CN (ethanolamine), resultant solution, COC(=O)N1C(C=CC1=O)=O (N-methoxycarbonylmaleimide), S(O)(O)(=O)=O (sulfuric acid). Yields the product OCCN1C(C=CC1=O)=O (N-(2-hydroxyethyl)maleimide). Conditions: temperature 0 celsius. Isolated yield 96.1%. Procedure details: As shown in FIG. 1, to a solution of ethanolamine (1.8 g, 29.5 mmol) in saturated sodium bicarbonate solution (100 ml) was added N-methoxycarbonylmaleimide (95 g, 32.3 mmol) in portions with vigorous stirring at 0° C. The mixture was allowed to warm to room temperature and stirred for 1 hour. The pH of the mixture was adjusted to 6-7 by careful addition of concentrated sulfuric acid (5 ml). The resultant solution was freeze dried and the solid residue extracted with ethyl acetate (2×400 ml) by s... As a reaction SMILES: [CH2:14]([c:15]1[cH:16][cH:17][cH:18][cH:19][cH:20]1)[O:21][C:22](=[O:23])[N:24]([CH3:25])[CH2:26][CH2:27][OH:28].[CH3:1][S:2]([CH3:3])=[O:4].[CH:5]([N:6]([CH2:7][CH3:8])[CH:9]([CH3:10])[CH3:11])([CH3:12])[CH3:13].[Cl:39][CH2:40][Cl:41].[S:35](=[O:36])(=[O:37])=[O:38].[n:29]1[cH:30][cH:31][cH:32][cH:33][cH:34]1>>[CH2:14]([c:15]1[cH:16][cH:17][cH:18][cH:19][cH:20]1)[O:21][C:22](=[O:23])[N:24]([CH3:25])[CH2:26][CH:27]=[O:28]. Product: CN(CC=O)C(=O)OCc1ccccc1. The reactants are CN(CCO)C(=O)OCc1ccccc1, CS(C)=O, CCN(C(C)C)C(C)C, ClCCl, O=S(=O)=O, c1ccncc1. Starting materials: CCCCc1cc2c(N3CCCC3)ccnc2cc1OCc1ccccc1, CO. The product is CCCCc1cc2c(N3CCCC3)ccnc2cc1O. RXN SMILES: [CH2:1]([c:2]1[cH:3][cH:4][cH:5][cH:6][cH:7]1)[O:8][c:9]1[c:10]([CH2:24][CH2:25][CH2:26][CH3:27])[cH:11][c:12]2[c:13]([N:19]3[CH2:20][CH2:21][CH2:22][CH2:23]3)[cH:14][cH:15][n:16][c:17]2[cH:18]1.[CH3:28][OH:29]>>[OH:8][c:9]1[c:10]([CH2:24][CH2:25][CH2:26][CH3:27])[cH:11][c:12]2[c:13]([N:19]3[CH2:20][CH2:21][CH2:22][CH2:23]3)[cH:14][cH:15][n:16][c:17]2[cH:18]1. Starting materials: N1CCCCC1 (Piperidine), CNN (methylhydrazine), FC(CNN)(F)F ((2,2,2-trifluoroethyl)hydrazine). Yields the product CN1N=C2CCCCC2=C1C1CCNCC1 (4-(2-Methyl-4,5,6,7-tetrahydro-(2H)-indazol-3-yl)piperidine). RXN SMILES: [NH:1]1[CH2:6][CH2:5][CH2:4][CH2:3][CH2:2]1.[CH3:7][NH:8][NH2:9].F[C:11](F)(F)[CH2:12]NN>>[CH3:7][N:8]1[C:12]([CH:4]2[CH2:5][CH2:6][NH:1][CH2:2][CH2:3]2)=[C:11]2[C:2]([CH2:3][CH2:4][CH2:5][CH2:6]2)=[N:9]1. Reported procedure: The title compound was prepared using procedures analogous to that described for Piperidine 11, except methylhydrazine was substutited for (2,2,2-trifluoroethyl)hydrazine. 1H-NMR (500 MHz) δ 1.69–1.89 (m, 8H), 2.33 (br m, 1H), 2.57–2.78 (m, 7H), 3.18–3.21 (m, 2H), 3.77 (s, 3H). Starting materials: O=C1NC(CCCCCCCCCCC1C(=O)OCC)C(=O)OCC (Diethyl 2-oxo-1-azacyclotetradecane-3,14-dicarboxylate), Cl (hydrochloric acid), [OH-].[Na+] (Sodium hydroxide), aqueous solution. Solvent: C(C)O (ethanol). Conditions: time 3 hour. Yields the product O=C1NC(CCCCCCCCCCC1C(=O)O)C(=O)O (2-oxo-1-azacyclotetradecane-3,14-dicarboxylic acid). As a reaction SMILES: [O:1]=[C:2]1[CH:15]([C:16]([O:18]CC)=[O:17])[CH2:14][CH2:13][CH2:12][CH2:11][CH2:10][CH2:9][CH2:8][CH2:7][CH2:6][CH2:5][CH:4]([C:21]([O:23]CC)=[O:22])[NH:3]1.[OH-].[Na+].Cl>C(O)C>[O:1]=[C:2]1[CH:15]([C:16]([OH:18])=[O:17])[CH2:14][CH2:13][CH2:12][CH2:11][CH2:10][CH2:9][CH2:8][CH2:7][CH2:6][CH2:5][CH:4]([C:21]([OH:23])=[O:22])[NH:3]1 |f:1.2|. Reported procedure: Diethyl 2-oxo-1-azacyclotetradecane-3,14-dicarboxylate (1.14 g, 3.2 mmol; mixture of both diastereomers) is dissolved in ethanol (32.0 mL). Sodium hydroxide (9.6 mL of a 1N aqueous solution, 9.6 mmol) is added dropwise, and the solution is stirred at room temperature for 3 hours. The reaction is then acidified to pH 3 with 1N hydrochloric acid, and partitioned between ethyl acetate and water. The aqueous phase is extracted several times with ethyl acetate, the combined organic layers are dried (... Reactants: C1=CC(=CC(=C1)Cl)C(=O)OO (mCPBA), CC=1C=CC=2N(C(C3=C(N(C2N1)CC)N=CC(=C3)CCOC3=CC=NC1=CC=CC=C31)=O)C (5,11-dihydro-2,5-dimethyl-11-ethyl-8-{2-(4-quinolinyloxy)ethyl}-6H-dipyrido[3,2-b:2′,3′-e] [1,4]diazepin-6-one). Run in C(Cl)Cl (CH2Cl2), C(Cl)Cl (CH2Cl2). Conditions: time 2.5 hour. Product: CC=1C=CC=2N(C(C3=C(N(C2N1)CC)N=CC(=C3)CCOC3=CC=[N+](C1=CC=CC=C31)[O-])=O)C (5,11-Dihydro-2,5-dimethyl-11-ethyl-8-{2-{(1-oxido-4-quinolinyl)oxy}ethyl}-6H-dipyrido[3,2-b:2′,3′-e] [1,4]diazepin-6-one). The yield is 99.6%. As a reaction SMILES: C1C=C(Cl)C=C(C(OO)=[O:9])C=1.[CH3:12][C:13]1[CH:14]=[CH:15][C:16]2[N:17]([CH3:44])[C:18](=[O:43])[C:19]3[CH:29]=[C:28]([CH2:30][CH2:31][O:32][C:33]4[C:42]5[C:37](=[CH:38][CH:39]=[CH:40][CH:41]=5)[N:36]=[CH:35][CH:34]=4)[CH:27]=[N:26][C:20]=3[N:21]([CH2:24][CH3:25])[C:22]=2[N:23]=1>C(Cl)Cl>[CH3:12][C:13]1[CH:14]=[CH:15][C:16]2[N:17]([CH3:44])[C:18](=[O:43])[C:19]3[CH:29]=[C:28]([CH2:30][CH2:31][O:32][C:33]4[C:42]5[C:37](=[CH:38][CH:39]=[CH:40][CH:41]=5)[N+:36]([O-:9])=[CH:35][CH:34]=4)[CH:27]=[N:26][C:20]=3[N:21]([CH2:24][CH3:25])[C:22]=2[N:23]=1. Reported procedure: Solid mCPBA (80-85%, m-chloroperbenzoic acid) (60 mg, 0.28 mmol) was added to a solution of 5,11-dihydro-2,5-dimethyl-11-ethyl-8-{2-(4-quinolinyloxy)ethyl}-6H-dipyrido[3,2-b:2′,3′-e] [1,4]diazepin-6-one (55 mg, 0.13 mmol) in CH2Cl2 (1.3 mL) at room temperature. The mixture was stirred at room temperature for 2.5 h then diluted with CH2Cl2. The resulting solution was successively washed with aqueous 10% Na2S2O3, aqueous saturated NaHCO3 and brine, dried (MgSO4), filtered and concentrated under re... Starting materials: NC=1C=C(C(=O)C2CCN(CC2)C)C=CC1 (4-[3-aminobenzoyl]-1-methylpiperidine), C1CCNCC1 ((piperidinomethyl)-polystyrene), BrC1=C(C(=O)Cl)C=CC=C1 (2-bromobenzoyl chloride). Solvent: C(Cl)Cl (methylene chloride). Reaction conditions: time 5 minute. The product is BrC1=C(C(=O)NC=2C=C(C(=O)C3CCN(CC3)C)C=CC2)C=CC=C1 (4-[3-(2-bromobenzamidyl)benzoyl]-1-methylpiperidine). Yield: 49.6%. Reaction SMILES: [NH2:1][C:2]1[CH:3]=[C:4]([CH:14]=[CH:15][CH:16]=1)[C:5]([CH:7]1[CH2:12][CH2:11][N:10]([CH3:13])[CH2:9][CH2:8]1)=[O:6].C1CCNCC1.[Br:23][C:24]1[CH:32]=[CH:31][CH:30]=[CH:29][C:25]=1[C:26](Cl)=[O:27]>C(Cl)Cl>[Br:23][C:24]1[CH:32]=[CH:31][CH:30]=[CH:29][C:25]=1[C:26]([NH:1][C:2]1[CH:3]=[C:4]([CH:14]=[CH:15][CH:16]=1)[C:5]([CH:7]1[CH2:8][CH2:9][N:10]([CH3:13])[CH2:11][CH2:12]1)=[O:6])=[O:27]. Procedure: A mixture of 4-[3-aminobenzoyl]-1-methylpiperidine (50 mg, 0.229 mmol) and (piperidinomethyl)-polystyrene (100 mg, 0.260 mmol) in methylene chloride (1 mL) was allowed to stand for 5 min. To this mixture was added 2-bromobenzoyl chloride (151 mg, 0.687 mmol). The reaction mixture was mixed for 2 h at ambient temperature. The reaction mixture was filtered and the filter cake was rinsed with methanol. The filtrate solution was diluted with 10% acetic acid in methanol and poured over a Varian Mega ...